describe an organic reaction: reactants, conditions, products, and yield From a dataset of the Open Reaction Database (ORD), a public repository of structured organic reaction records. Starting materials: [Al], ClCCN1CCOCC1, [K+], [K+], O=C([O-])[O-], COc1cc(C=C2SC(=O)NC2=O)ccc1Oc1ccc(C#N)cc1C(F)(F)F, CN(C)C=O. The product is COc1cc(C=C2SC(=O)N(CCN3CCOCC3)C2=O)ccc1Oc1ccc(C#N)cc1C(F)(F)F. Reaction SMILES: [Al:45].[Cl:30][CH2:31][CH2:32][N:33]1[CH2:34][CH2:35][O:36][CH2:37][CH2:38]1.[K+:39].[K+:40].[O-:41][C:42]([O-:43])=[O:44].[O:1]=[C:2]1[S:3][C:4](=[CH:8][c:9]2[cH:10][c:11]([O:28][CH3:29])[c:12]([O:13][c:14]3[c:15]([C:22]([F:23])([F:24])[F:25])[cH:16][c:17]([C:18]#[N:19])[cH:20][cH:21]3)[cH:26][cH:27]2)[C:5](=[O:7])[NH:6]1.[O:46]=[CH:47][N:48]([CH3:49])[CH3:50]>>[O:1]=[C:2]1[S:3][C:4](=[CH:8][c:9]2[cH:10][c:11]([O:28][CH3:29])[c:12]([O:13][c:14]3[c:15]([C:22]([F:23])([F:24])[F:25])[cH:16][c:17]([C:18]#[N:19])[cH:20][cH:21]3)[cH:26][cH:27]2)[C:5](=[O:7])[N:6]1[CH2:31][CH2:32][N:33]1[CH2:34][CH2:35][O:36][CH2:37][CH2:38]1.